From a dataset of the Open Reaction Database (ORD), a public repository of structured organic reaction records. describe an organic reaction: reactants, conditions, products, and yield Reactants: BrC=1C=C(SC1)C=O (4-bromothiophene-2-carbaldehyde), CC(=O)C.OS(=O)(=O)O.O=[Cr](=O)=O (Jones' reagent), solution, crude material, [OH-].[Na+] (NaOH). The solvent is CC(=O)C (acetone), C(C)O (ethanol). Run at temperature 0 celsius, time 30 minute. Yields the product BrC=1C=C(SC1)C(=O)O (4-bromothiophene-2-carboxylic acid). As a reaction SMILES: [Br:1][C:2]1[CH:3]=[C:4]([CH:7]=[O:8])[S:5][CH:6]=1.CC(C)=[O:11].OS(O)(=O)=O.O=[Cr](=O)=O.[OH-].[Na+]>CC(C)=O.C(O)C>[Br:1][C:2]1[CH:3]=[C:4]([C:7]([OH:11])=[O:8])[S:5][CH:6]=1 |f:1.2.3,4.5|. Procedure details: To a solution of 4-bromothiophene-2-carbaldehyde (9.1 g, 48 mmol) in acetone (150 mL) at 0° C. was added Jones' reagent (20 mL of a 2.6 M solution [prepared from CrO3 (26.7 g, 270 mmol) dissolved in H2O (40 mL), and H2SO4 (23 mL)], 52 mmol). After stirring for 30 minutes at 0° C., the ice bath was removed and the reaction was allowed to warm to ambient temperature. After 3 hours stirring at ambient temperature, the reaction was quenched by the addition of 2-propanol. After stirring for 64 hours ... The reactants are C1(CCCC1)C1C(C2=C(C(=C(C=C2CC1)OC)Cl)Cl)=O (2-cyclopentyl-6-methoxy-7,8-dichloro- 1-tetralone), C1(CCCC1)Br (cyclopentyl bromide), COC=1C=C2CCCC(C2=C(C1C)C)=O (6-methoxy- 7,8-dimethyl-1-tetralone), CI (methyl iodide). Product: C1(CCCC1)C1C(C2=C(C(=C(C=C2CC1)OC)C)C)=O (2-cyclopentyl-6-methoxy-7,8-dimethyl-1-tetralone). Reaction SMILES: [CH:1]1(C2CCC3C(=C(Cl)C(Cl)=C(OC)C=3)C2=O)[CH2:5][CH2:4][CH2:3][CH2:2]1.[CH3:21][O:22][C:23]1[CH:24]=[C:25]2[C:30](=[C:31]([CH3:34])[C:32]=1[CH3:33])[C:29](=[O:35])[CH2:28][CH2:27][CH2:26]2.CI.C1(Br)CCCC1>>[CH:1]1([CH:28]2[CH2:27][CH2:26][C:25]3[C:30](=[C:31]([CH3:34])[C:32]([CH3:33])=[C:23]([O:22][CH3:21])[CH:24]=3)[C:29]2=[O:35])[CH2:5][CH2:4][CH2:3][CH2:2]1. Reported procedure: By the procedure of Example III, Step 1, but substituting for the 2-cyclopentyl-6-methoxy-7,8-dichloro- 1-tetralone used therein an euivalent amount of 6-methoxy- 7,8-dimethyl-1-tetralone, and for the methyl iodide there used an equivalent amount of cyclopentyl bromide, then 2-cyclopentyl-6-methoxy-7,8-dimethyl-1-tetralone is obtained. The reactants are COC([C@H](CCO[Si](C)(C)C(C)(C)C)OS(=O)(=O)C)=O ((S)-4-(tert-butyl-dimethyl-silanyloxy)-2-methanesulfonyloxy-butyric acid methyl ester), [I-].[Na+] (sodium iodide). The solvent is CC(CC)=O (2-butanone). Reaction conditions: temperature 90 celsius. Yields the product COC(C(CCO[Si](C)(C)C(C)(C)C)I)=O ((rac)-4-(tert-Butyl-dimethyl-silanyloxy)-2-iodo-butyric acid methyl ester). As a reaction SMILES: [CH3:1][O:2][C:3](=[O:20])[C@@H:4](OS(C)(=O)=O)[CH2:5][CH2:6][O:7][Si:8]([C:11]([CH3:14])([CH3:13])[CH3:12])([CH3:10])[CH3:9].[I-:21].[Na+]>CC(=O)CC>[CH3:1][O:2][C:3](=[O:20])[CH:4]([I:21])[CH2:5][CH2:6][O:7][Si:8]([C:11]([CH3:14])([CH3:13])[CH3:12])([CH3:10])[CH3:9] |f:1.2|. Reported procedure: A solution of 2.89 g (8.85 mmol) of (S)-4-(tert-butyl-dimethyl-silanyloxy)-2-methanesulfonyloxy-butyric acid methyl ester in 90 ml of 2-butanone was treated with 2.65 g (17.70 mmol) of sodium iodide and stirred at 90° C. for 1¼ h. The reaction was cooled, filtered and evaporated. The residue was suspended in dichloromethane treated with Na2SO4 and filtered to give after evaporation 2.94 g (93%) of the title compound as dark brown oil. MS: 343.0 (M-CH3)+.